Dataset: the Open Reaction Database (ORD), a public repository of structured organic reaction records. Task: describe an organic reaction: reactants, conditions, products, and yield Reactants: ClC1=CC(=C(CN2N=CC3=CC(=CC=C23)\C=C/2\C(NC(S2)=O)=O)C=C1)C(F)(F)F ((5Z)-5-({1-[4-chloro-2-(trifluoromethyl)benzyl]-1H-indazol-5-yl}methylidene)-2,4-dioxo-1,3-thiazolidine), BrCC1=CC=C(C(=O)OC(C)(C)C)C=C1 (tert-butyl 4-bromomethyl-benzoate), C(O)CN (ethanolamine). The product is C(C)(C)(C)OC(C1=CC=C(C=C1)CN1C(S\C(\C1=O)=C/C=1C=C2C=NN(C2=CC1)CC1=C(C=C(C=C1)Cl)C(F)(F)F)=O)=O (4-{[(5Z)-5-({1-[4-Chloro-2-(trifluoromethyl)benzyl]-1H-indazol-5-yl}methylidene)-2,4-dioxo-1,3-thiazolidin-3-yl]methyl}benzoic acid tert-butyl ester). RXN SMILES: [Cl:1][C:2]1[CH:25]=[CH:24][C:5]([CH2:6][N:7]2[C:15]3[C:10](=[CH:11][C:12](/[CH:16]=[C:17]4/[C:18](=[O:23])[NH:19][C:20](=[O:22])[S:21]/4)=[CH:13][CH:14]=3)[CH:9]=[N:8]2)=[C:4]([C:26]([F:29])([F:28])[F:27])[CH:3]=1.Br[CH2:31][C:32]1[CH:44]=[CH:43][C:35]([C:36]([O:38][C:39]([CH3:42])([CH3:41])[CH3:40])=[O:37])=[CH:34][CH:33]=1.C(CN)O>>[C:39]([O:38][C:36](=[O:37])[C:35]1[CH:34]=[CH:33][C:32]([CH2:31][N:19]2[C:18](=[O:23])/[C:17](=[CH:16]/[C:12]3[CH:11]=[C:10]4[C:15](=[CH:14][CH:13]=3)[N:7]([CH2:6][C:5]3[CH:24]=[CH:25][C:2]([Cl:1])=[CH:3][C:4]=3[C:26]([F:27])([F:29])[F:28])[N:8]=[CH:9]4)/[S:21][C:20]2=[O:22])=[CH:44][CH:43]=1)([CH3:42])([CH3:41])[CH3:40]. Procedure details: 4-{[(5Z)-5-({1-[4-Chloro-2-(trifluoromethyl)benzyl]-1H-indazol-5-yl}methylidene)-2,4-dioxo-1,3-thiazolidin-3-yl]methyl}benzoic acid tert-butyl ester was prepared from [(5Z)-5-({1-[4-chloro-2-(trifluoromethyl)benzyl]-1H-indazol-5-yl}methylidene)-2,4-dioxo-1,3-thiazolidine (from Example 1) and tert-butyl 4-bromomethyl-benzoate (in place of tert-butyl bromoacetate) following General Procedure I, and converted to the corresponding ethanolamine salt following General Procedure T. The reactants are C1=C(C=CC2=CC=CC=C12)O (2-naphthol), BrCCCBr (1,3-dibromopropane), C([O-])([O-])=O.[K+].[K+] (potassium carbonate). The solvent is CN(C=O)C (dimethylformamide). Conditions: time 8 hour. Product: C1=C(C=CC2=CC=CC=C12)OCCCBr (3-(2-naphthoxy)-1-bromopropane). Yield: 25.0%. RXN SMILES: [CH:1]1[C:10]2[C:5](=[CH:6][CH:7]=[CH:8][CH:9]=2)[CH:4]=[CH:3][C:2]=1[OH:11].[Br:12][CH2:13][CH2:14][CH2:15]Br.C(=O)([O-])[O-].[K+].[K+]>CN(C)C=O>[CH:1]1[C:10]2[C:5](=[CH:6][CH:7]=[CH:8][CH:9]=2)[CH:4]=[CH:3][C:2]=1[O:11][CH2:15][CH2:14][CH2:13][Br:12] |f:2.3.4|. Procedure: To a solution of 3.60 g (25 mmol) of 2-naphthol and 6.0 g (30 mmol) of 1,3-dibromopropane in dimethylformamide was added 7.25 g (52.5 mmol) of finely ground anhydrous potassium carbonate. The mixture was stirred vigorously overnight. Solvent was removed under reduced pressure. The residue was partitioned between ethyl acetate and water. The aqueous layer was further extracted twice with ethyl acetate. The combined organic extracts were dried over magnesium sulfate, and after filtration, the solv... Procedure: 4.6 g of ethyl 5-bromo-1-(2,4-difluorophenyl)-6,7,8-trifluoro-1,4-dihydro-4-oxo-3-quinolinecarboxylate, 4.5 g of tributylvinylstannane and 0.46 g of tetrakis(triphenylphosphine)palladium(0) are refluxed for 10 hours in 40 ml of absolute toluene under a nitrogen atmosphere. The product is filtered off with suction at room temperature, washed with water and dried. 2.7 g of the title compound are obtained (66% of theory). The reagents and catalysts are C=1C=CC(=CC1)[P](C=2C=CC=CC2)(C=3C=CC=CC3)[Pd]([P](C=4C=CC=CC4)(C=5C=CC=CC5)C=6C=CC=CC6)([P](C=7C=CC=CC7)(C=8C=CC=CC8)C=9C=CC=CC9)[P](C=1C=CC=CC1)(C=1C=CC=CC1)C=1C=CC=CC1 (tetrakis(triphenylphosphine)palladium(0)). RXN SMILES: Br[C:2]1[C:11]([F:12])=[C:10]([F:13])[C:9]([F:14])=[C:8]2[C:3]=1[C:4](=[O:28])[C:5]([C:23]([O:25][CH2:26][CH3:27])=[O:24])=[CH:6][N:7]2[C:15]1[CH:20]=[CH:19][C:18]([F:21])=[CH:17][C:16]=1[F:22].[CH2:29](C([SnH3])=C(CCCC)CCCC)[CH2:30]CC>C1(C)C=CC=CC=1.C1C=CC([P]([Pd]([P](C2C=CC=CC=2)(C2C=CC=CC=2)C2C=CC=CC=2)([P](C2C=CC=CC=2)(C2C=CC=CC=2)C2C=CC=CC=2)[P](C2C=CC=CC=2)(C2C=CC=CC=2)C2C=CC=CC=2)(C2C=CC=CC=2)C2C=CC=CC=2)=CC=1>[F:22][C:16]1[CH:17]=[C:18]([F:21])[CH:19]=[CH:20][C:15]=1[N:7]1[C:8]2[C:3](=[C:2]([CH:29]=[CH2:30])[C:11]([F:12])=[C:10]([F:13])[C:9]=2[F:14])[C:4](=[O:28])[C:5]([C:23]([O:25][CH2:26][CH3:27])=[O:24])=[CH:6]1 |^1:54,56,75,94|. Starting materials: BrC1=C2C(C(=CN(C2=C(C(=C1F)F)F)C1=C(C=C(C=C1)F)F)C(=O)OCC)=O (ethyl 5-bromo-1-(2,4-difluorophenyl)-6,7,8-trifluoro-1,4-dihydro-4-oxo-3-quinolinecarboxylate), C(CCC)C(=C(CCCC)CCCC)[SnH3] (tributylvinylstannane). Yield: 66.3%. The product is FC1=C(C=CC(=C1)F)N1C=C(C(C2=C(C(=C(C(=C12)F)F)F)C=C)=O)C(=O)OCC (Ethyl 1-(2,4-difluorophenyl)-6,7,8-trifluoro-1,4-dihydro-4-oxo-5-vinyl-3-quinolinecarboxylate). Solvent: C1(=CC=CC=C1)C (toluene). The reactants are O=C([O-])[O-], C1CCNCC1, CC#N, CC(CCl)COc1ccc(C2=NC3(CCCCC3)CO2)cc1, [I-], [K+], [K+], [Na+]. Yields the product CC(COc1ccc(C2=NC3(CCCCC3)CO2)cc1)CN1CCCCC1. Reaction SMILES: [C:23](=[O:24])([O-:25])[O-:26].[CH2:31]1[CH2:32][CH2:33][NH:34][CH2:35][CH2:36]1.[CH3:37][C:38]#[N:39].[Cl:1][CH2:2][CH:3]([CH2:4][O:5][c:6]1[cH:7][cH:8][c:9]([C:12]2=[N:13][C:14]3([CH2:15][O:16]2)[CH2:17][CH2:18][CH2:19][CH2:20][CH2:21]3)[cH:10][cH:11]1)[CH3:22].[I-:30].[K+:27].[K+:28].[Na+:29]>>[CH2:2]([CH:3]([CH2:4][O:5][c:6]1[cH:7][cH:8][c:9]([C:12]2=[N:13][C:14]3([CH2:15][O:16]2)[CH2:17][CH2:18][CH2:19][CH2:20][CH2:21]3)[cH:10][cH:11]1)[CH3:22])[N:34]1[CH2:33][CH2:32][CH2:31][CH2:36][CH2:35]1.